The task is: describe an organic reaction: reactants, conditions, products, and yield. This data is from the Open Reaction Database (ORD), a public repository of structured organic reaction records. The reactants are [H-].[Na+] (sodium hydride), N[C@H]1CC[C@H](C2=CC=CC=C12)O ((1R,4S)-4-Amino-1,2,3,4-tetrahydro-naphthalen-1-ol), FC=1C=CC=2N(C1)C(=NN2)N2[C@H](CCC2)C (6-Fluoro-3-((S)-2-methyl-pyrrolidin-1-yl)-[1,2,4]triazolo[4,3-a]pyridine). Run in CN(C)C=O (DMF), CN(C)C=O (DMF). Conditions: time 10 minute. The product is C[C@@H]1N(CCC1)C1=NN=C2N1C=C(C=C2)O[C@@H]2CC[C@@H](C1=CC=CC=C21)N ((1S,4R)-4-[3-((S)-2-Methyl-pyrrolidin-1-yl)-[1,2,4]triazolo[4,3-a]pyridin-6-yloxy]-1,2,3,4-tetrahydro-naphthalen-1-ylamine). Yield: 38.4%. As a reaction SMILES: [NH2:1][C@@H:2]1[C:11]2[C:6](=[CH:7][CH:8]=[CH:9][CH:10]=2)[C@H:5]([OH:12])[CH2:4][CH2:3]1.[H-].[Na+].F[C:16]1[CH:17]=[CH:18][C:19]2[N:20]([C:22]([N:25]3[CH2:29][CH2:28][CH2:27][C@@H:26]3[CH3:30])=[N:23][N:24]=2)[CH:21]=1>CN(C=O)C>[CH3:30][C@H:26]1[CH2:27][CH2:28][CH2:29][N:25]1[C:22]1[N:20]2[CH:21]=[C:16]([O:12][C@H:5]3[C:6]4[C:11](=[CH:10][CH:9]=[CH:8][CH:7]=4)[C@@H:2]([NH2:1])[CH2:3][CH2:4]3)[CH:17]=[CH:18][C:19]2=[N:24][N:23]=1 |f:1.2|. Procedure details: Intermediate A (318 mg, 1.95 mmol) was dissolved in DMF (1 mL) and sodium hydride (60% dispersion in oil, 125 mg, 3.25 mmol) was added portionwise. The mixture was stirred at RT for 10 min. A solution of Intermediate 78a (357 mg, 1.62 mmol) in DMF (1 mL) was added and the reaction mixture was heated at 60° C. for 1.5 h. The mixture was cooled to RT and partitioned between EtOAc (10 mL) and water (10 mL). The organic layer was dried (MgSO4), filtered and concentrated in vacuo. The residue was pur... The reactants are 30, intermediate 45, CC(C(=O)C1=CC(=C(C=C1)NC)[N+](=O)[O-])C (2-methyl-1-[4-(methylamino)-3-nitrophenyl]-1-propanone), CO (methanol), [BH4-].[Na+] (sodium tetrahydroborate). Run in O (water). Run at time 30 minute. The product is 30, CNC1=C(C=C(C=C1)C(O)C(C)C)[N+](=O)[O-] (4-(methylamino)-α-(1-methylethyl)-3-nitrobenzenemethanol). The yield is 100.0%. Reaction SMILES: [CH3:1][CH:2]([CH3:16])[C:3]([C:5]1[CH:10]=[CH:9][C:8]([NH:11][CH3:12])=[C:7]([N+:13]([O-:15])=[O:14])[CH:6]=1)=[O:4].CO.[BH4-].[Na+]>O>[CH3:12][NH:11][C:8]1[CH:9]=[CH:10][C:5]([CH:3]([CH:2]([CH3:16])[CH3:1])[OH:4])=[CH:6][C:7]=1[N+:13]([O-:15])=[O:14] |f:2.3|. Procedure: To a stirred solution of 30 parts of intermediate 45, namely 2-methyl-1-[4-(methylamino)-3-nitrophenyl]-1-propanone in 320 parts of methanol were added dropwise 15 parts of sodium tetrahydroborate (the temperature was kept at 20° C.). Upon complete addition, stirring was continued for 30 minutes at room temperature. The reaction mixture was poured into water and the product was extracted with trichloromethane. The extract was dried, filtered and evaporated to dry, yielding 30 parts (100%) of 4-(... Yield: 79.6%. The reactants are C(O)([O-])=O.[Na+] (sodium hydrogencarbonate), COC=1C=C(C=CC1)CCN1CCC(CC1)CC1=C(C=CC(=C1)OC)CC (N-(2-(3-methoxyphenyl)ethyl)-4-(2-ethyl-5-methoxybenzyl)piperidine), C(C)[Si](O)(CC)CC (triethylsilanol), FC(C(=O)O)(F)F (Trifluoroacetic acid), COC=1C=C(C=CC1)CCN1CCC(CC1)CC1=C(C=CC(=C1)OC)C(C)O (N-(2-(3-methoxyphenyl)ethyl)-4-(2-(1-hydroxyethyl)-5-methoxybenzyl)piperidine), C(C)[SiH](CC)CC (triethylsilane), Cl.C(C)OCC (hydrogen chloride diethyl ether). Reaction conditions: time 2 hour. Reported procedure: Trifluoroacetic acid (0.5 ml) was added dropwise to a solution of N-(2-(3-methoxyphenyl)ethyl)-4-(2-(1-hydroxyethyl)-5-methoxybenzyl)piperidine (250 mg, 0.65 mmol) and triethylsilane (91 mg, 0.78 mmol) in dichloromethane (5 ml) under ice-cooling, and the reaction mixture was stirred as it was for 2 hours. Ethyl acetate and a saturated aqueous sodium hydrogencarbonate solution were added thereto to effect separation, and the organic layer was washed with a saturated aqueous sodium chloride soluti... The solvent is C(C)(=O)OCC (Ethyl acetate), C(C)OCC (diethyl ether), ClCCl (dichloromethane), ClCCl (dichloromethane). Reaction SMILES: FC(F)(F)C(O)=O.[CH3:8][O:9][C:10]1[CH:11]=[C:12]([CH2:16][CH2:17][N:18]2[CH2:23][CH2:22][CH:21]([CH2:24][C:25]3[CH:30]=[C:29]([O:31][CH3:32])[CH:28]=[CH:27][C:26]=3[CH:33](O)[CH3:34])[CH2:20][CH2:19]2)[CH:13]=[CH:14][CH:15]=1.C([SiH](CC)CC)C.C(=O)([O-])O.[Na+].COC1C=C(CCN2CCC(CC3C=C(OC)C=CC=3CC)CC2)C=CC=1.C([Si](CC)(CC)O)C.[ClH:83].C(OCC)C>ClCCl.C(OCC)C.C(OCC)(=O)C>[ClH:83].[CH3:8][O:9][C:10]1[CH:11]=[C:12]([CH2:16][CH2:17][N:18]2[CH2:19][CH2:20][CH:21]([CH2:24][C:25]3[CH:30]=[C:29]([O:31][CH3:32])[CH:28]=[CH:27][C:26]=3[CH2:33][CH3:34])[CH2:22][CH2:23]2)[CH:13]=[CH:14][CH:15]=1 |f:3.4,7.8,12.13|. Yields the product Cl.COC=1C=C(C=CC1)CCN1CCC(CC1)CC1=C(C=CC(=C1)OC)CC (N-(2-(3-methoxyphenyl) ethyl)-4-(2-ethyl-5-methoxy-benzyl)piperidine hydrochloride). The product is C1(=CC=CC=C1)C(=O)NC(C(=O)OC)=C (methyl 2-[(phenylcarbonyl)amino]prop-2-enoate). The reactants are ClCCl (dichloromethane), Cl.N[C@@H](CO)C(=O)OC (methyl serinate hydrochloride), C(C1=CC=CC=C1)(=O)Cl (benzoyl chloride). Solvent: C(C)N(CC)CC (triethylamine). Procedure: To dichloromethane (400 mL) were added methyl serinate hydrochloride (45.0 g) and triethylamine (132 mL), and benzoyl chloride (77.0 mL) was added dropwise. After stirring at room temperature overnight, the reaction system was washed twice with saturated aqueous sodium hydrogen carbonate, and dried over anhydrous sodium sulfate. Insoluble material was removed by filtration, and the filtrate was concentrated under reduced pressure. The residue was dissolved in dichloromethane (300 mL), and 2,3,4,... Run at time 8 hour. As a reaction SMILES: ClCCl.Cl.[NH2:5][C@H:6]([C:9]([O:11][CH3:12])=[O:10])[CH2:7]O.[C:13](Cl)(=[O:20])[C:14]1[CH:19]=[CH:18][CH:17]=[CH:16][CH:15]=1>C(N(CC)CC)C>[C:14]1([C:13]([NH:5][C:6](=[CH2:7])[C:9]([O:11][CH3:12])=[O:10])=[O:20])[CH:19]=[CH:18][CH:17]=[CH:16][CH:15]=1 |f:1.2|.